Dataset: the Open Reaction Database (ORD), a public repository of structured organic reaction records. Task: describe an organic reaction: reactants, conditions, products, and yield Starting materials: [BH4-].[Na+] (sodium borohydride), C(C1=CC=CC=C1)ON[C@@H]1C[C@H](N(C1)C(C(F)(F)F)=O)C(=O)OCC=C (allyl (4R)-4-[(benzyloxy)amino]-1-(trifluoroacetyl)-L-prolinate), [BH4-].[Na+] (sodium borohydride). Run in CO (methanol), CO (methanol). Conditions: temperature 0 celsius, time 3 hour. Yields the product C(C1=CC=CC=C1)ON[C@@H]1C[C@H](NC1)C(=O)OCC=C (Allyl (4R)-4-[(benzyloxy)amino]-L-prolinate). RXN SMILES: [CH2:1]([O:8][NH:9][C@H:10]1[CH2:14][N:13](C(=O)C(F)(F)F)[C@H:12]([C:21]([O:23][CH2:24][CH:25]=[CH2:26])=[O:22])[CH2:11]1)[C:2]1[CH:7]=[CH:6][CH:5]=[CH:4][CH:3]=1.[BH4-].[Na+]>CO>[CH2:1]([O:8][NH:9][C@H:10]1[CH2:14][NH:13][C@H:12]([C:21]([O:23][CH2:24][CH:25]=[CH2:26])=[O:22])[CH2:11]1)[C:2]1[CH:3]=[CH:4][CH:5]=[CH:6][CH:7]=1 |f:1.2|. Reported procedure: A solution of allyl (4R)-4-[(benzyloxy)amino]-1-(trifluoroacetyl)-L-prolinate (1.19 g, 3.20 mmol) in methanol (9.5 mL) was added slowly to a solution of sodium borohydride (312 mg, 8.25 mmol) in methanol (9.5 mL) at −10° C. The reaction mixture was allowed to warm to 0° C. slowly then stirred at 0° C. for 3 hours. Additional sodium borohydride (0.29 g, 7.67 mmol) was added at 0° C. and the reaction mixture was stirred at 0° C. for three hours then silica gel (to pre-absorb the crude product for ... Starting materials: CC#N, CCc1ccc(-c2coc3nc[nH]c(=O)c23)cc1, ClC(Cl)(Cl)Cl, O=C1CCC(=O)N1I. Product: CCc1ccc(-c2c(I)oc3nc[nH]c(=O)c23)cc1. Reaction SMILES: [C:32](#[N:33])[CH3:34].[CH2:9]([CH3:10])[c:11]1[cH:12][cH:13][c:14](-[c:17]2[cH:18][o:19][c:20]3[n:21][cH:22][nH:23][c:24](=[O:26])[c:25]23)[cH:15][cH:16]1.[Cl:27][C:28]([Cl:29])([Cl:30])[Cl:31].[I:1][N:2]1[C:3](=[O:4])[CH2:5][CH2:6][C:7]1=[O:8]>>[I:1][c:18]1[c:17](-[c:14]2[cH:13][cH:12][c:11]([CH2:9][CH3:10])[cH:16][cH:15]2)[c:25]2[c:20]([o:19]1)[n:21][cH:22][nH:23][c:24]2=[O:26]. The reactants are C1CCOC1, COc1ccc2cc(C(C)(O)c3cn(C(c4ccccc4)(c4ccccc4)c4ccccc4)cn3)ccc2c1, CI, [H-], [Na+]. Product: COc1ccc2cc(C(C)(OC)c3cn(C(c4ccccc4)(c4ccccc4)c4ccccc4)cn3)ccc2c1. Reaction SMILES: [CH2:44]1[O:45][CH2:46][CH2:47][CH2:48]1.[CH3:3][O:4][c:5]1[cH:6][c:7]2[cH:8][cH:9][c:10]([C:15]([CH3:16])([OH:17])[c:18]3[n:19][cH:20][n:21]([C:23]([c:24]4[cH:25][cH:26][cH:27][cH:28][cH:29]4)([c:30]4[cH:31][cH:32][cH:33][cH:34][cH:35]4)[c:36]4[cH:37][cH:38][cH:39][cH:40][cH:41]4)[cH:22]3)[cH:11][c:12]2[cH:13][cH:14]1.[CH3:42][I:43].[H-:1].[Na+:2]>>[CH3:3][O:4][c:5]1[cH:6][c:7]2[cH:8][cH:9][c:10]([C:15]([CH3:16])([O:17][CH3:42])[c:18]3[n:19][cH:20][n:21]([C:23]([c:24]4[cH:25][cH:26][cH:27][cH:28][cH:29]4)([c:30]4[cH:31][cH:32][cH:33][cH:34][cH:35]4)[c:36]4[cH:37][cH:38][cH:39][cH:40][cH:41]4)[cH:22]3)[cH:11][c:12]2[cH:13][cH:14]1.